describe an organic reaction: reactants, conditions, products, and yield From a dataset of the Open Reaction Database (ORD), a public repository of structured organic reaction records. Reactants: OC1C=CC(N1)=O (1,5-dihydro-5-hydroxy-2H-pyrrol-2-one), C1CCCCC1 (cyclohexane). Reaction conditions: temperature 90 celsius. Yields the product C1(CCCCC1)OC1C=CC(N1)=O (1,5-dihydro-5-cyclohexyloxy-2H-pyrrol-2-one). As a reaction SMILES: [OH:1][CH:2]1[NH:6][C:5](=[O:7])[CH:4]=[CH:3]1.[CH2:8]1[CH2:13][CH2:12][CH2:11][CH2:10][CH2:9]1>>[CH:8]1([O:1][CH:2]2[NH:6][C:5](=[O:7])[CH:4]=[CH:3]2)[CH2:13][CH2:12][CH2:11][CH2:10][CH2:9]1. Reported procedure: A mixture of 5 g of 1,5-dihydro-5-hydroxy-2H-pyrrol-2-one in 150 cm3 of cyclohexane with 2.5 g of Amberlite IR 120 H is heated to 90° C. for 3 hours. After filtering, evaporating the solvent under reduced pressure and chromatographing the residue on silica (eluent: ethyl acetate-n-hexane, 1--1), 4.98 g of the expected product is obtained. m.p. 65°-66° C. The product is CS(=O)(=O)On1nnc2ccccc21. Reaction SMILES: [CH3:11][N:12]([CH3:13])[CH3:14].[CH3:15][S:16]([Cl:17])(=[O:18])=[O:19].[CH3:27][CH2:28][O:29][C:30](=[O:31])[CH3:32].[OH2:20].[OH:1][n:2]1[n:3][n:4][c:5]2[c:6]1[cH:7][cH:8][cH:9][cH:10]2.[cH:21]1[cH:22][cH:23][cH:24][cH:25][cH:26]1>>[O:1]([n:2]1[n:3][n:4][c:5]2[c:6]1[cH:7][cH:8][cH:9][cH:10]2)[S:16]([CH3:15])(=[O:18])=[O:19]. Reactants: CN(C)C, CS(=O)(=O)Cl, CCOC(C)=O, O, On1nnc2ccccc21, c1ccccc1. As a reaction SMILES: [CH:1]1([CH:7]=[CH:8][C:9]([NH2:11])=[O:10])[CH2:6][CH2:5][CH2:4][CH2:3][CH2:2]1.[Cl:12][CH2:13][C:14]([CH2:16]Cl)=O>>[Cl:12][CH2:13][C:14]1[N:11]=[C:9](/[CH:8]=[CH:7]/[CH:1]2[CH2:6][CH2:5][CH2:4][CH2:3][CH2:2]2)[O:10][CH:16]=1. The product is ClCC=1N=C(OC1)\C=C\C1CCCCC1 (4-chloromethyl-2-[(E)-2-cyclohexylethenyl]oxazole). Procedure details: In substantially the same manner as in Reference Example 47, 3-cyclohexylpropeneamide was allowed to react with 1,3-dichloroacetone to give 4-chloromethyl-2-[(E)-2-cyclohexylethenyl]oxazole. The yield was 4.5%. Oily substance. The yield is 4.5%. Reactants: C1(CCCCC1)C=CC(=O)N (3-cyclohexylpropeneamide), ClCC(=O)CCl (1,3-dichloroacetone). Solvent: CN(C=O)C (N,N-dimethylformamide). Reaction conditions: temperature 25 celsius, time 2 hour. Reported procedure: (7-Methanesulfonylamino-1,1-dioxo-1,4-dihydro-1λ6-benzo[1,2,4]thiadiazin-3-yl)-acetic acid (prepared as described in Example 1j, 0.100 g, 0.300 mmol), 1-(3-dimethylaminopropyl)-3-ethylcarbodiimide hydrochloride (0.060 g, 0.315 mmol) and N-methylmorpholine (0.070 mL, 0.630 mmol) were added sequentially to a solution of cis-2-(3,3-dimethyl-butylamino)-cycloheptanecarboxylic acid methyl ester (0.076 g, 0.300 mmol) in N,N-dimethylformamide (4 mL) at 25° C. The reaction mixture was stirred at 25° C. ... Reactants: [O-]CC.[Na+] (sodium ethoxide), C(C)O (ethanol), CS(=O)(=O)NC1=CC2=C(NC(=NS2(=O)=O)CC(=O)O)C=C1 ((7-Methanesulfonylamino-1,1-dioxo-1,4-dihydro-1λ6-benzo[1,2,4]thiadiazin-3-yl)-acetic acid), Cl.CN(CCCN=C=NCC)C (1-(3-dimethylaminopropyl)-3-ethylcarbodiimide hydrochloride), CN1CCOCC1 (N-methylmorpholine), COC(=O)[C@H]1[C@H](CCCCC1)NCCC(C)(C)C (cis-2-(3,3-dimethyl-butylamino)-cycloheptanecarboxylic acid methyl ester), Cl (hydrochloric acid). Product: CC(CCN1C2C(C(=C(C1=O)C1=NS(C3=C(N1)C=CC(=C3)NS(=O)(=O)C)(=O)=O)O)CCCCC2)(C)C (N-{3-[1-(3,3-dimethyl-butyl)-4-hydroxy-2-oxo-2,4a,5,6,7,8,9,9a-octahydro-1H-cyclohepta[b]pyridin-3-yl]-1,1-dioxo-1,4-dihydro-1λ6-benzo[1,2,4]thiadiazin-7-yl}-methanesulfonamide). RXN SMILES: [CH3:1][S:2]([NH:5][C:6]1[CH:21]=[CH:20][C:9]2[NH:10][C:11]([CH2:16][C:17](O)=[O:18])=[N:12][S:13](=[O:15])(=[O:14])[C:8]=2[CH:7]=1)(=[O:4])=[O:3].Cl.CN(C)CCCN=C=NCC.CN1CCOCC1.C[O:42][C:43]([C@@H:45]1[CH2:51][CH2:50][CH2:49][CH2:48][CH2:47][C@@H:46]1[NH:52][CH2:53][CH2:54][C:55]([CH3:58])([CH3:57])[CH3:56])=O.[O-]CC.[Na+].C(O)C.Cl>CN(C)C=O>[CH3:56][C:55]([CH3:58])([CH3:57])[CH2:54][CH2:53][N:52]1[C:17](=[O:18])[C:16]([C:11]2[NH:10][C:9]3[CH:20]=[CH:21][C:6]([NH:5][S:2]([CH3:1])(=[O:4])=[O:3])=[CH:7][C:8]=3[S:13](=[O:15])(=[O:14])[N:12]=2)=[C:43]([OH:42])[CH:45]2[CH2:51][CH2:50][CH2:49][CH2:48][CH2:47][CH:46]12 |f:1.2,5.6|. The yield is 59.3%. The reactants are CN(C)S(=O)(=O)N1CCN(c2ccnc3ccc(-c4cn(C(c5ccccc5)(c5ccccc5)c5ccccc5)nc4C(F)(F)F)cc23)CC1, O=C(O)C(F)(F)F. Product: CN(C)S(=O)(=O)N1CCN(c2ccnc3ccc(-c4c[nH]nc4C(F)(F)F)cc23)CC1. As a reaction SMILES: [CH3:1][N:2]([S:3](=[O:4])(=[O:5])[N:6]1[CH2:7][CH2:8][N:9]([c:12]2[cH:13][cH:14][n:15][c:16]3[cH:17][cH:18][c:19](-[c:22]4[c:23]([C:46]([F:47])([F:48])[F:49])[n:24][n:25]([C:27]([c:28]5[cH:29][cH:30][cH:31][cH:32][cH:33]5)([c:34]5[cH:35][cH:36][cH:37][cH:38][cH:39]5)[c:40]5[cH:41][cH:42][cH:43][cH:44][cH:45]5)[cH:26]4)[cH:20][c:21]23)[CH2:10][CH2:11]1)[CH3:50].[OH:51][C:52]([C:53]([F:54])([F:55])[F:56])=[O:57]>>[CH3:1][N:2]([S:3](=[O:4])(=[O:5])[N:6]1[CH2:7][CH2:8][N:9]([c:12]2[cH:13][cH:14][n:15][c:16]3[cH:17][cH:18][c:19](-[c:22]4[c:23]([C:46]([F:47])([F:48])[F:49])[n:24][nH:25][cH:26]4)[cH:20][c:21]23)[CH2:10][CH2:11]1)[CH3:50]. Reactants: CC(C)(C)OC(=O)NC(CC1CCCC1)C(=O)O, OCc1ccccc1, CCN=C=NCCCN(C)C, CN(C)c1ccncc1, ClCCl, Cl, On1nnc2ccccc21. The product is CC(C)(C)OC(=O)NC(CC1CCCC1)C(=O)OCc1ccccc1. RXN SMILES: [C:1]([CH3:2])([CH3:3])([CH3:4])[O:5][C:6](=[O:7])[NH:8][CH:9]([CH2:10][CH:11]1[CH2:12][CH2:13][CH2:14][CH2:15]1)[C:16](=[O:17])[OH:18].[CH2:19]([c:20]1[cH:21][cH:22][cH:23][cH:24][cH:25]1)[OH:26].[CH3:38][N:39]([CH3:40])[CH2:41][CH2:42][CH2:43][N:44]=[C:45]=[N:46][CH2:47][CH3:48].[CH3:49][N:50]([CH3:51])[c:52]1[cH:53][cH:54][n:55][cH:56][cH:57]1.[Cl:58][CH2:59][Cl:60].[ClH:37].[OH:27][n:28]1[c:29]2[cH:30][cH:31][cH:32][cH:33][c:34]2[n:35][n:36]1>>[C:1]([CH3:2])([CH3:3])([CH3:4])[O:5][C:6](=[O:7])[NH:8][CH:9]([CH2:10][CH:11]1[CH2:12][CH2:13][CH2:14][CH2:15]1)[C:16]([O:17][CH2:19][c:20]1[cH:21][cH:22][cH:23][cH:24][cH:25]1)=[O:18]. The reactants are OCCCCl, Oc1ccc(-n2nc(-c3ccccc3)c3cccnc32)cc1. Yields the product OCCCOc1ccc(-n2nc(-c3ccccc3)c3cccnc32)cc1. As a reaction SMILES: [Cl:23][CH2:24][CH2:25][CH2:26][OH:27].[OH:1][c:2]1[cH:3][cH:4][c:5](-[n:8]2[n:9][c:10](-[c:17]3[cH:18][cH:19][cH:20][cH:21][cH:22]3)[c:11]3[c:12]2[n:13][cH:14][cH:15][cH:16]3)[cH:6][cH:7]1>>[O:1]([c:2]1[cH:3][cH:4][c:5](-[n:8]2[n:9][c:10](-[c:17]3[cH:18][cH:19][cH:20][cH:21][cH:22]3)[c:11]3[c:12]2[n:13][cH:14][cH:15][cH:16]3)[cH:6][cH:7]1)[CH2:24][CH2:25][CH2:26][OH:27]. The reactants are [Al+3].[Cl-].[Cl-].[Cl-] (AlCl3), C(C)OC1=C(C=C(C=C1)OCC)C (2,5-diethoxytoluene), C(Cl)Cl (DCM), C1(CCCCC1)CCCC(=O)Cl (4-cyclohexylbutyryl chloride). Run in C(Cl)(Cl)(Cl)Cl (CCl4), C(Cl)(Cl)(Cl)Cl (CCl4), C(Cl)(Cl)(Cl)Cl (CCl4). Reaction conditions: time 4 hour. Product: C1(CCCCC1)CCCC(=O)C1=C(C=C(C(=C1)OCC)C)OCC (4-Cyclohexyl-1-(2,5-diethoxy-4-methylphenyl)butan-1-one). Yield: 75.6%. As a reaction SMILES: [CH:1]1([CH2:7][CH2:8][CH2:9][C:10](Cl)=[O:11])[CH2:6][CH2:5][CH2:4][CH2:3][CH2:2]1.[Al+3].[Cl-].[Cl-].[Cl-].[CH2:17]([O:19][C:20]1[CH:25]=[CH:24][C:23]([O:26][CH2:27][CH3:28])=[CH:22][C:21]=1[CH3:29])[CH3:18].C(Cl)Cl>C(Cl)(Cl)(Cl)Cl>[CH:1]1([CH2:7][CH2:8][CH2:9][C:10]([C:24]2[CH:25]=[C:20]([O:19][CH2:17][CH3:18])[C:21]([CH3:29])=[CH:22][C:23]=2[O:26][CH2:27][CH3:28])=[O:11])[CH2:6][CH2:5][CH2:4][CH2:3][CH2:2]1 |f:1.2.3.4|. Reported procedure: 4 g of 4-cyclohexylbutyryl chloride dissolved in 10 ml of CCl4 are added to a suspension of 2.9 g of AlCl3 in 40 ml of CCl4 at +4° C. 4.2 g of 2,5-diethoxytoluene in 20 ml of CCl4 are added dropwise. After 4 hours at +4° C., the reaction medium is poured into dilute ice-cold HCl solution. DCM is added, the phases are separated out by settling and the organic phase is then dried over MgSO4. After evaporation of the solvent, the product is purified by chromatography on silica H, eluting with tolue... Product: ClC=1C=C(OCC2(CC2)COC2=CC=C(C=C2)C(CC(=O)O)C#CC)C=CC1C#N (3-{4-[1-(3-chloro-4-cyanophenoxymethyl)cyclopropylmethoxy]phenyl}hex-4-ynoic acid). Procedure details: Analogously to example 1, 2-chloro-4-(1-hydroxymethylcyclopropylmethoxy)benzonitrile and methyl 3-(4-hydroxyphenyl)hex-4-ynoate were used to obtain 3-{4-[1-(3-chloro-4-cyanophenoxymethyl)cyclopropylmethoxy]phenyl}hex-4-ynoic acid. Reactants: ClC1=C(C#N)C=CC(=C1)OCC1(CC1)CO (2-chloro-4-(1-hydroxymethylcyclopropylmethoxy)benzonitrile), OC1=CC=C(C=C1)C(CC(=O)OC)C#CC (methyl 3-(4-hydroxyphenyl)hex-4-ynoate). As a reaction SMILES: [Cl:1][C:2]1[CH:9]=[C:8]([O:10][CH2:11][C:12]2([CH2:15][OH:16])[CH2:14][CH2:13]2)[CH:7]=[CH:6][C:3]=1[C:4]#[N:5].O[C:18]1[CH:23]=[CH:22][C:21]([CH:24]([C:30]#[C:31][CH3:32])[CH2:25][C:26]([O:28]C)=[O:27])=[CH:20][CH:19]=1>>[Cl:1][C:2]1[CH:9]=[C:8]([CH:7]=[CH:6][C:3]=1[C:4]#[N:5])[O:10][CH2:11][C:12]1([CH2:15][O:16][C:18]2[CH:23]=[CH:22][C:21]([CH:24]([C:30]#[C:31][CH3:32])[CH2:25][C:26]([OH:28])=[O:27])=[CH:20][CH:19]=2)[CH2:13][CH2:14]1. As a reaction SMILES: [CH2:1]([O:3][C:4](=[O:28])[CH2:5][C@H:6]([NH:20]C(OC(C)(C)C)=O)[CH2:7][C:8]1[CH:13]=[CH:12][C:11]([C:14]2[CH:19]=[CH:18][CH:17]=[CH:16][CH:15]=2)=[CH:10][CH:9]=1)[CH3:2].[ClH:29].O1CCOCC1>>[ClH:29].[CH2:1]([O:3][C:4](=[O:28])[CH2:5][C@H:6]([NH2:20])[CH2:7][C:8]1[CH:9]=[CH:10][C:11]([C:14]2[CH:15]=[CH:16][CH:17]=[CH:18][CH:19]=2)=[CH:12][CH:13]=1)[CH3:2] |f:3.4|. Procedure details: To (R)-ethyl-4-(biphenyl-4-yl)-3-(tert-butoxycarbonylamino)butanoate (230.1 mg, 0.600 mmol) is added a solution of HCl in 1,4-dioxane (3.00 mL, 12.00 mmol) at room temperature. After stirring for 1 hour, the reaction mixture is concentrated under reduced pressure to give (R)-3-amino-4-biphenyl-4-yl-butyric acid ethyl ester hydrochloride. A solution of (R)-3-amino-4-biphenyl-4-yl-butyric acid ethyl ester hydrochloride, succinic anhydride (72.1 mg, 0.720 mmol) and DIPEA (0.126 mL, 0.720 mmol) in d... Starting materials: C(C)OC(C[C@@H](CC1=CC=C(C=C1)C1=CC=CC=C1)NC(=O)OC(C)(C)C)=O ((R)-ethyl-4-(biphenyl-4-yl)-3-(tert-butoxycarbonylamino)butanoate), Cl (HCl), O1CCOCC1 (1,4-dioxane). Yields the product Cl.C(C)OC(C[C@@H](CC1=CC=C(C=C1)C1=CC=CC=C1)N)=O ((R)-3-amino-4-biphenyl-4-yl-butyric acid ethyl ester hydrochloride). Conditions: time 1 hour.